This data is from the Open Reaction Database (ORD), a public repository of structured organic reaction records. The task is: describe an organic reaction: reactants, conditions, products, and yield Starting materials: amine, OC1CCN(CC1)C1=CC=C(O1)C=O (5-(4-hydroxy-piperidin-1-yl)-furan-2-carbaldehyde), OC1CCN(CC1)C1=CC=C(O1)C=O (5-(4-hydroxy-piperidin-1-yl)-furan-2-carbaldehyde), OC1CCNCC1 (4-hydroxypiperidine), BrC1=CC=C(O1)C=O (5-bromo-2-furaldehyde), COC=1C=C(CC#N)C=CC1OC (3,4-dimethoxybenzyl cyanide). Yields the product COC=1C=C(C=CC1OC)/C(/C#N)=C/C=1OC(=CC1)N1CCC(CC1)O ((Z)-2-(3,4-dimethoxy-phenyl)-3-[5-(4-hydroxy-piperidin-1-yl)-furan-2-yl]-acrylonitrile). The yield is 64.7%. RXN SMILES: OC1CCNCC1.BrC1OC(C=O)=CC=1.[OH:16][CH:17]1[CH2:22][CH2:21][N:20]([C:23]2[O:27][C:26]([CH:28]=O)=[CH:25][CH:24]=2)[CH2:19][CH2:18]1.[CH3:30][O:31][C:32]1[CH:33]=[C:34]([CH:38]=[CH:39][C:40]=1[O:41][CH3:42])[CH2:35][C:36]#[N:37]>>[CH3:30][O:31][C:32]1[CH:33]=[C:34](/[C:35](=[CH:28]/[C:26]2[O:27][C:23]([N:20]3[CH2:19][CH2:18][CH:17]([OH:16])[CH2:22][CH2:21]3)=[CH:24][CH:25]=2)/[C:36]#[N:37])[CH:38]=[CH:39][C:40]=1[O:41][CH3:42]. Procedure: Through the procedure as employed in Production step 1, an amine moiety derived from 4-hydroxypiperidine (1.52 g) was introduced into 5-bromo-2-furaldehyde (875 mg), to thereby yield 5-(4-hydroxy-piperidin-1-yl)-furan-2-carbaldehyde (yield: 660 mg, 68%). The produced 5-(4-hydroxy-piperidin-1-yl)-furan-2-carbaldehyde (390 mg) was condensed with 3,4-dimethoxybenzyl cyanide (354 mg) through Method A (production step 2), to thereby yield the target product (yield: 458 mg, 65%). Reported procedure: Potassium carbonate (2.4 g) was added to a solution of 4-[[4-(4-iodobutyl)phenoxy]methyl]-2-{(E)-2-[4-(trifluoromethyl)phenyl]ethenyl}-1,3-oxazole (7.5 g) and ethyl 1H-1,2,3-triazole-4-carboxylate (2.1 g) in dimethylformamide (100 ml), and the mixture was stirred at 70° C. for 5 hr. After the reaction was completed, the reaction mixture was combined with water and extracted with ethyl acetate. The extract was washed with saturated brine and dried over anhydrous magnesium sulfate. The solvent was... As a reaction SMILES: C(=O)([O-])[O-].[K+].[K+].I[CH2:8][CH2:9][CH2:10][CH2:11][C:12]1[CH:36]=[CH:35][C:15]([O:16][CH2:17][C:18]2[N:19]=[C:20](/[CH:23]=[CH:24]/[C:25]3[CH:30]=[CH:29][C:28]([C:31]([F:34])([F:33])[F:32])=[CH:27][CH:26]=3)[O:21][CH:22]=2)=[CH:14][CH:13]=1.[NH:37]1[CH:41]=[C:40]([C:42]([O:44][CH2:45][CH3:46])=[O:43])[N:39]=[N:38]1.O>CN(C)C=O>[F:32][C:31]([F:34])([F:33])[C:28]1[CH:29]=[CH:30][C:25](/[CH:24]=[CH:23]/[C:20]2[O:21][CH:22]=[C:18]([CH2:17][O:16][C:15]3[CH:35]=[CH:36][C:12]([CH2:11][CH2:10][CH2:9][CH2:8][N:37]4[CH:41]=[C:40]([C:42]([O:44][CH2:45][CH3:46])=[O:43])[N:39]=[N:38]4)=[CH:13][CH:14]=3)[N:19]=2)=[CH:26][CH:27]=1 |f:0.1.2|. Run in CN(C=O)C (dimethylformamide). The yield is 24.1%. The reactants are O (water), C([O-])([O-])=O.[K+].[K+] (Potassium carbonate), ICCCCC1=CC=C(OCC=2N=C(OC2)\C=C\C2=CC=C(C=C2)C(F)(F)F)C=C1 (4-[[4-(4-iodobutyl)phenoxy]methyl]-2-{(E)-2-[4-(trifluoromethyl)phenyl]ethenyl}-1,3-oxazole), N1N=NC(=C1)C(=O)OCC (ethyl 1H-1,2,3-triazole-4-carboxylate). Product: FC(C1=CC=C(C=C1)/C=C/C=1OC=C(N1)COC1=CC=C(C=C1)CCCCN1N=NC(=C1)C(=O)OCC)(F)F (ethyl 1-(4-{4-[(2-{(E)-2-[4-(trifluoromethyl)phenyl]ethenyl}-1,3-oxazol-4-yl)methoxy]phenyl}butyl)-1H-1,2,3-triazole-4-carboxylate). Conditions: temperature 70 celsius, time 5 hour.